From a dataset of the Open Reaction Database (ORD), a public repository of structured organic reaction records. describe an organic reaction: reactants, conditions, products, and yield Starting materials: C(CCC)C1=CC=C(C=C1)C#CC1=CC=C(CNC2=CC(=C(C(=O)OC)C=C2)F)C=C1 (methyl 4-({4-[(4-butylphenyl)ethynyl]benzyl}amino)-2-fluorobenzoate), C1(CCCC1)CCC(=O)Cl (3-cyclopentylpropionyl chloride). Product: C(CCC)C1=CC=C(C=C1)C#CC1=CC=C(CN(C2=CC(=C(C(=O)OC)C=C2)F)C(CCC2CCCC2)=O)C=C1 (methyl 4-[{4-[(4-butylphenyl)ethynyl]benzyl}(3-cyclopentylpropanoyl)amino]-2-fluorobenzoate). RXN SMILES: [CH2:1]([C:5]1[CH:10]=[CH:9][C:8]([C:11]#[C:12][C:13]2[CH:31]=[CH:30][C:16]([CH2:17][NH:18][C:19]3[CH:28]=[CH:27][C:22]([C:23]([O:25][CH3:26])=[O:24])=[C:21]([F:29])[CH:20]=3)=[CH:15][CH:14]=2)=[CH:7][CH:6]=1)[CH2:2][CH2:3][CH3:4].[CH:32]1([CH2:37][CH2:38][C:39](Cl)=[O:40])[CH2:36][CH2:35][CH2:34][CH2:33]1>>[CH2:1]([C:5]1[CH:6]=[CH:7][C:8]([C:11]#[C:12][C:13]2[CH:31]=[CH:30][C:16]([CH2:17][N:18]([C:39](=[O:40])[CH2:38][CH2:37][CH:32]3[CH2:36][CH2:35][CH2:34][CH2:33]3)[C:19]3[CH:28]=[CH:27][C:22]([C:23]([O:25][CH3:26])=[O:24])=[C:21]([F:29])[CH:20]=3)=[CH:15][CH:14]=2)=[CH:9][CH:10]=1)[CH2:2][CH2:3][CH3:4]. Reported procedure: The titled compound was prepared following the procedure B using methyl 4-({4-[(4-butylphenyl)ethynyl]benzyl}amino)-2-fluorobenzoate and 3-cyclopentylpropionyl chloride as a pale yellow oil (54%). M+ (ESI): 540.1. HPLC, Rt: 6.35 min (Purity: 98.2%).